Dataset: the Open Reaction Database (ORD), a public repository of structured organic reaction records. Task: describe an organic reaction: reactants, conditions, products, and yield Starting materials: CC(Cl)c1cccnc1, CC1(C)OB(C2=CC3=NNC=C3C=C2)OC(C)1C. Reagents/catalysts: O=C([O-])[O-].[Cs+].[Cs+] (cesium carbonate), [I-].[K+] (potassium iodide). The solvent is CN(C)C=O (DMF), CN(C)C=O (dmf), CN(C)C=O (DMF). Conditions: temperature 70 celsius, time 16 hour. Yields the product CC(C%18=CC=CN=C%18)N(C=C%19C=C%20)N=C%19C=C%20B(OC%21(C)C)OC%21(C)C. The reactants are C(C)(C)(C)O[C@H](C(=O)OC)C1=C2N3CCC(OC/C=C/C[C@@H](OC=4C(=CC=CC4C4=CC=CC(C5=CN2C(C=C1C)=N5)=C4)F)C)(CC3)C (methyl(2S)-2-(tert-butoxy)-2-[(22S,24E)-19-fluoro-4,22,28-trimethyl-21,27-dioxa-1,7,34-triazahexacyclo[26.2.2.16,9.110,14.02,7.015,20]tetratriaconta-2,4,6(34),8,10(33),11,13,15(20),16,18,24-undecaen-3-yl]acetate), C(C)(C)(C)O[C@H](C(=O)OC)C1=C2N3CCC(OCCCC[C@@H](OC=4C=C(C=CC4C4=CC=CC(C5=CN2C(C=C1C)=N5)=C4)F)C)(CC3)C (methyl(2S)-2-(tert-butoxy)-2-[(22S)-18-fluoro-4,22,28-trimethyl-21,27-dioxa-1,7,34-triazahexacyclo[26.2.2.16,9.110,14.02,7.015,20]tetratriaconta-2,4,6(34),8,10(33),11,13,15(20),16,18-decaen-3-yl]acetate). Yields the product C(C)(C)(C)O[C@H](C(=O)OC)C1=C2N3CCC(OCCCC[C@@H](OC=4C(=CC=CC4C4=CC=CC(C5=CN2C(C=C1C)=N5)=C4)F)C)(CC3)C (Methyl(2S)-2-(tert-butoxy)-2-[(22S)-19-fluoro-4,22,28-trimethyl-21,27-dioxa-1,7,34-triazahexacyclo[26.2.2.16,9.110,14.02,7.015,20]tetratriaconta-2,4,6(34),8,10(33),11,13,15(20),16,18-decaen-3-yl]acetate). The yield is 100.0%. As a reaction SMILES: [C:1]([O:5][C@@H:6]([C:11]1[C:40]([CH3:41])=[CH:39][C:38]2=[N:42][C:35]3=[CH:36][N:37]2[C:12]=1[N:13]1[CH2:47][CH2:46][C:16]([CH3:48])([O:17][CH2:18][CH:19]=[CH:20][CH2:21][C@H:22]([CH3:45])[O:23][C:24]2[C:25]([F:44])=[CH:26][CH:27]=[CH:28][C:29]=2[C:30]2[CH:43]=[C:34]3[CH:33]=[CH:32][CH:31]=2)[CH2:15][CH2:14]1)[C:7]([O:9][CH3:10])=[O:8])([CH3:4])([CH3:3])[CH3:2].C(O[C@@H](C1C(C)=CC2=NC3=CN2C=1N1CCC(C)(OCCCC[C@H](C)OC2C=C(F)C=CC=2C2C=C3C=CC=2)CC1)C(OC)=O)(C)(C)C>>[C:1]([O:5][C@@H:6]([C:11]1[C:40]([CH3:41])=[CH:39][C:38]2=[N:42][C:35]3=[CH:36][N:37]2[C:12]=1[N:13]1[CH2:47][CH2:46][C:16]([CH3:48])([O:17][CH2:18][CH2:19][CH2:20][CH2:21][C@H:22]([CH3:45])[O:23][C:24]2[C:25]([F:44])=[CH:26][CH:27]=[CH:28][C:29]=2[C:30]2[CH:43]=[C:34]3[CH:33]=[CH:32][CH:31]=2)[CH2:15][CH2:14]1)[C:7]([O:9][CH3:10])=[O:8])([CH3:4])([CH3:2])[CH3:3]. Procedure details: Prepared in 100% yield from methyl(2S)-2-(tert-butoxy)-2-[(22S,24E)-19-fluoro-4,22,28-trimethyl-21,27-dioxa-1,7,34-triazahexacyclo[26.2.2.16,9.110,14.02,7.015,20]tetratriaconta-2,4,6(34),8,10(33),11,13,15(20),16,18,24-undecaen-3-yl]acetate following the same procedure as methyl(2S)-2-(tert-butoxy)-2-[(22S)-18-fluoro-4,22,28-trimethyl-21,27-dioxa-1,7,34-triazahexacyclo[26.2.2.16,9.110,14.02,7.015,20]tetratriaconta-2,4,6(34),8,10(33),11,13,15(20),16,18-decaen-3-yl]acetate. 1H NMR (400 MHz, CDCl3) ... Reactants: CCOC(=O)CCc1cccc(O)c1, CCOCC, O=S(=O)(Cl)Cl. The product is CCOC(=O)CCc1cc(O)ccc1Cl. Reaction SMILES: [CH2:1]([CH3:2])[O:3][C:4]([CH2:5][CH2:6][c:7]1[cH:8][c:9]([OH:13])[cH:10][cH:11][cH:12]1)=[O:14].[CH3:20][CH2:21][O:22][CH2:23][CH3:24].[S:15]([Cl:16])(=[O:17])([Cl:18])=[O:19]>>[CH2:1]([CH3:2])[O:3][C:4]([CH2:5][CH2:6][c:7]1[cH:8][c:9]([OH:13])[cH:10][cH:11][c:12]1[Cl:18])=[O:14]. Reactants: Cl, NC1CCN(c2cc3c(cc2F)c(=O)n(O)c(=O)n3-c2ccc(F)cc2)C1. Yields the product O=c1c2cc(F)c(N3CCCC3)cc2n(-c2ccc(F)cc2)c(=O)n1O. Reaction SMILES: [ClH:28].[F:1][c:2]1[cH:3][cH:4][c:5](-[n:8]2[c:9](=[O:27])[n:10]([OH:26])[c:11](=[O:25])[c:12]3[cH:13][c:14]([F:24])[c:15]([N:18]4[CH2:19][CH:20]([NH2:23])[CH2:21][CH2:22]4)[cH:16][c:17]23)[cH:6][cH:7]1>>[F:1][c:2]1[cH:3][cH:4][c:5](-[n:8]2[c:9](=[O:27])[n:10]([OH:26])[c:11](=[O:25])[c:12]3[cH:13][c:14]([F:24])[c:15]([N:18]4[CH2:19][CH2:20][CH2:21][CH2:22]4)[cH:16][c:17]23)[cH:6][cH:7]1. Starting materials: CCCCCC(=O)Cl, CN1CCOCC1, ClCCl, COC(=O)c1cccc(CN2CCOc3ccc(N)cc32)c1. Product: CCCCCC(=O)Nc1ccc2c(c1)N(Cc1cccc(C(=O)OC)c1)CCO2. As a reaction SMILES: [C:1]([CH2:2][CH2:3][CH2:4][CH2:5][CH3:6])(=[O:7])[Cl:8].[CH3:31][N:32]1[CH2:33][CH2:34][O:35][CH2:36][CH2:37]1.[Cl:38][CH2:39][Cl:40].[NH2:9][c:10]1[cH:11][cH:12][c:13]2[c:14]([cH:30]1)[N:15]([CH2:19][c:20]1[cH:21][c:22]([C:23](=[O:24])[O:25][CH3:26])[cH:27][cH:28][cH:29]1)[CH2:16][CH2:17][O:18]2>>[C:1]([CH2:2][CH2:3][CH2:4][CH2:5][CH3:6])(=[O:7])[NH:9][c:10]1[cH:11][cH:12][c:13]2[c:14]([cH:30]1)[N:15]([CH2:19][c:20]1[cH:21][c:22]([C:23](=[O:24])[O:25][CH3:26])[cH:27][cH:28][cH:29]1)[CH2:16][CH2:17][O:18]2. Starting materials: CCCCSc1c(-c2ccccc2)nn(C)c1-c1ccccc1, ClC(Cl)Cl, O=C(OO)c1cccc(Cl)c1, [Na+], [OH-]. The product is CCCCS(=O)(=O)c1c(-c2ccccc2)nn(C)c1-c1ccccc1. Reaction SMILES: [CH2:12]([CH2:13][CH2:14][CH3:15])[S:16][c:17]1[c:18](-[c:29]2[cH:30][cH:31][cH:32][cH:33][cH:34]2)[n:19][n:20]([CH3:28])[c:21]1-[c:22]1[cH:23][cH:24][cH:25][cH:26][cH:27]1.[CH:37]([Cl:38])([Cl:39])[Cl:40].[Cl:1][c:2]1[cH:3][cH:4][cH:5][c:6]([C:7]([O:8][OH:10])=[O:9])[cH:11]1.[Na+:36].[OH-:35]>>[O:9]=[S:16]([CH2:12][CH2:13][CH2:14][CH3:15])([c:17]1[c:18](-[c:29]2[cH:30][cH:31][cH:32][cH:33][cH:34]2)[n:19][n:20]([CH3:28])[c:21]1-[c:22]1[cH:23][cH:24][cH:25][cH:26][cH:27]1)=[O:35].